From a dataset of the Open Reaction Database (ORD), a public repository of structured organic reaction records. describe an organic reaction: reactants, conditions, products, and yield The reactants are CC(=O)O[BH-](OC(C)=O)OC(C)=O, Nc1ccnn1Cc1ccccc1, CC(=O)O, [Na+], O=C1CCC2(CC1)OCCO2. The product is c1ccc(Cn2nccc2NC2CCC3(CC2)OCCO3)cc1. RXN SMILES: [C:25]([O:26][BH-:27]([O:28][C:29](=[O:30])[CH3:31])[O:32][C:33](=[O:34])[CH3:35])(=[O:36])[CH3:37].[CH2:1]([c:2]1[cH:3][cH:4][cH:5][cH:6][cH:7]1)[n:8]1[n:9][cH:10][cH:11][c:12]1[NH2:13].[CH3:39][C:40](=[O:41])[OH:42].[Na+:38].[O:14]1[CH2:15][CH2:16][O:17][C:18]12[CH2:19][CH2:20][C:21](=[O:24])[CH2:22][CH2:23]2>>[CH2:1]([c:2]1[cH:3][cH:4][cH:5][cH:6][cH:7]1)[n:8]1[n:9][cH:10][cH:11][c:12]1[NH:13][CH:21]1[CH2:20][CH2:19][C:18]2([O:14][CH2:15][CH2:16][O:17]2)[CH2:23][CH2:22]1. Starting materials: COC=1C=C(C=CC1)[C@@H]1[C@H](NC(O1)=O)C1=CC(=CC=C1)C#CC1=CC=CC=C1 ((+)-(4R,5R)-5-(3-methoxyphenyl)-4-(3-(phenylethynyl)phenyl)oxazolidin-2-one), BrC=1C=C(C(=NC1)F)[C@H]1NC(O[C@@H]1C1=C(C=CC(=C1)F)F)=O ((4R,5R)-4-(5-bromo-2-fluoropyridin-3-yl)-5-(2,5-difluorophenyl)oxazolidin-2-one), C1(=CC=CC=C1)C#C (phenylacetylene). Yields the product FC1=C(C=C(C=C1)F)[C@@H]1[C@H](NC(O1)=O)C=1C(=NC=C(C1)C#CC1=CC=CC=C1)F ((4R,5R)-5-(2,5-Difluorophenyl)-4-(2-fluoro-5-(phenylethynyl)pyridin-3-yl)oxazolidin-2-one). Reaction SMILES: CO[C:3]1[CH:4]=[C:5]([C@H:9]2OC(=O)N[C@@H:10]2C2C=CC=C(C#CC3C=CC=CC=3)C=2)[CH:6]=[CH:7][CH:8]=1.Br[C:30]1[CH:31]=[C:32]([C@@H:37]2[C@@H:41]([C:42]3[CH:47]=[C:46]([F:48])[CH:45]=[CH:44][C:43]=3[F:49])[O:40][C:39](=[O:50])[NH:38]2)[C:33]([F:36])=[N:34][CH:35]=1.C1(C#C)C=CC=CC=1>>[F:49][C:43]1[CH:44]=[CH:45][C:46]([F:48])=[CH:47][C:42]=1[C@H:41]1[O:40][C:39](=[O:50])[NH:38][C@@H:37]1[C:32]1[C:33]([F:36])=[N:34][CH:35]=[C:30]([C:10]#[C:9][C:5]2[CH:6]=[CH:7][CH:8]=[CH:3][CH:4]=2)[CH:31]=1. Procedure: Prepared according to the same procedure as (+)-(4R,5R)-5-(3-methoxyphenyl)-4-(3-(phenylethynyl)phenyl)oxazolidin-2-one, starting with (4R,5R)-4-(5-bromo-2-fluoropyridin-3-yl)-5-(2,5-difluorophenyl)oxazolidin-2-one and phenylacetylene. 1H NMR (CDCl3) δ: 8.37 (d, J=1.2 Hz, 1H), 8.11 (dd, J=8.9, 2.1 Hz, 1H), 7.56 (dd, J=7.6, 1.8 Hz, 2H), 7.35-7.42 (m, 3H), 7.21-7.26 (m, 1H), 7.07-7.14 (m, 2H), 6.99 (s, 1H), 5.57 (d, J=5.8 Hz, 1H), 5.07 (d, J=5.8 Hz, 1H). 19F NMR (CDCl3) δ: −71.32 (br. s., 1F), −11... Starting materials: C1CCOC1, CS(=O)(=O)Oc1ccc(SCc2cc(Cn3cncn3)cc(C3(C#N)CCC3)c2)cc1Cl, CO, [Na+], [OH-]. Yields the product N#CC1(c2cc(CSc3ccc(O)c(Cl)c3)cc(Cn3cncn3)c2)CCC1. Reaction SMILES: [CH2:37]1[O:38][CH2:39][CH2:40][CH2:41]1.[CH3:1][S:2](=[O:3])(=[O:4])[O:5][c:6]1[c:7]([Cl:32])[cH:8][c:9]([S:12][CH2:13][c:14]2[cH:15][c:16]([CH2:26][n:27]3[n:28][cH:29][n:30][cH:31]3)[cH:17][c:18]([C:20]3([C:24]#[N:25])[CH2:21][CH2:22][CH2:23]3)[cH:19]2)[cH:10][cH:11]1.[CH3:33][OH:34].[Na+:36].[OH-:35]>>[OH:5][c:6]1[c:7]([Cl:32])[cH:8][c:9]([S:12][CH2:13][c:14]2[cH:15][c:16]([CH2:26][n:27]3[n:28][cH:29][n:30][cH:31]3)[cH:17][c:18]([C:20]3([C:24]#[N:25])[CH2:21][CH2:22][CH2:23]3)[cH:19]2)[cH:10][cH:11]1. The reactants are O[C@H]1C[C@@H](CC2=CC[C@H]3[C@@H]4CC[C@H]([C@@H](COC5OCCCC5)C)[C@]4(CC[C@@H]3[C@@]12C)C)O ((20S)-1α,3β-dihydroxy-20-methyl-21-tetrahydropyranyloxypregna-5-ene), C(C)(=O)O (acetic acid). The solvent is O (water), O (water), O (water). Conditions: time 1 hour. The product is C[C@H](CO)[C@H]1CC[C@H]2[C@@H]3CC=C4C[C@H](C[C@@H]([C@]4(C)[C@H]3CC[C@]12C)O)O ((20S)-20-methyl-1α,3β,21-trihydroxypregna-5-ene). As a reaction SMILES: [OH:1][C@@H:2]1[C@@:28]2([CH3:29])[C:6](=[CH:7][CH2:8][C@@H:9]3[C@@H:27]2[CH2:26][CH2:25][C@@:24]2([CH3:30])[C@H:10]3[CH2:11][CH2:12][C@@H:13]2[C@H:14]([CH3:23])[CH2:15][O:16]C2CCCCO2)[CH2:5][C@@H:4]([OH:31])[CH2:3]1.C(O)(=O)C>O>[CH3:23][C@@H:14]([C@@H:13]1[C@:24]2([CH3:30])[C@H:10]([C@H:9]3[C@H:27]([CH2:26][CH2:25]2)[C@:28]2([CH3:29])[C:6]([CH2:5][C@@H:4]([OH:31])[CH2:3][C@@H:2]2[OH:1])=[CH:7][CH2:8]3)[CH2:11][CH2:12]1)[CH2:15][OH:16]. Procedure: A solution of 0.69 g. of (20S)-1α,3β-dihydroxy-20-methyl-21-tetrahydropyranyloxypregna-5-ene in 6.9 ml. of acetic acid and 2.1 ml. of water was warmed to 80° and an additional 3.2 ml. of water was added. The mixture was kept at 80° for one hour, cooled and poured into water. The suspension was extracted with ethyl acetate and the organic solution was washed with saturated sodium bicarbonate solution and water. After drying and evaporation under vacuum, 0.6 g. of (20S)-20-methyl-1α,3β,21-trihydro... The reactants are C([O-])([O-])=O.[K+].[K+] (Potassium carbonate), BrC=1C(=NN(C1)C)C=O (4-bromo-1-methyl-1H-pyrazole-3-carbaldehyde), FC1=C(C=CC(=C1F)F)B(O)O ((2,3,4-trifluorophenyl)boronic acid), C(O)([O-])=O.[Na+] (sodium hydrogen carbonate). The reagents and catalysts are CC(=O)[O-].CC(=O)[O-].[Pd+2] (Pd(OAc)2). The solvent is CCO (EtOH). Run at temperature 90 celsius, time 24 hour. Yields the product CN1N=C(C(=C1)C1=C(C(=C(C=C1)F)F)F)C=O (1-methyl-4-(2,3,4-trifluorophenyl)-1H-pyrazole-3-carbaldehyde). As a reaction SMILES: C(=O)([O-])[O-].[K+].[K+].Br[C:8]1[C:9]([CH:14]=[O:15])=[N:10][N:11]([CH3:13])[CH:12]=1.[F:16][C:17]1[C:22]([F:23])=[C:21]([F:24])[CH:20]=[CH:19][C:18]=1B(O)O.C(=O)([O-])O.[Na+]>CCO.CC([O-])=O.CC([O-])=O.[Pd+2]>[CH3:13][N:11]1[CH:12]=[C:8]([C:20]2[CH:19]=[CH:18][C:17]([F:16])=[C:22]([F:23])[C:21]=2[F:24])[C:9]([CH:14]=[O:15])=[N:10]1 |f:0.1.2,5.6,8.9.10|. Procedure: Potassium carbonate (0.418 mL, 0.836 mmol), Pd(OAc)2 (2.82 mg, 0.013 mmol) was added to a stirred, room temperature mixture of 4-bromo-1-methyl-1H-pyrazole-3-carbaldehyde (79 mg, 0.418 mmol) and (2,3,4-trifluorophenyl)boronic acid (96 mg, 0.543 mmol) in EtOH (0.7 mL) and the mixture was stirred at 90° C. for 24 hours. The mixture was cooled, aqueous sodium hydrogen carbonate (saturated, 10 mL) was added and the mixture was extracted with ethyl acetate (2×15 mL). The combined organic fractions we...